Task: describe an organic reaction: reactants, conditions, products, and yield. Dataset: the Open Reaction Database (ORD), a public repository of structured organic reaction records Starting materials: N(=NC(=O)OCC)C(=O)OCC (Diethyl azodicarboxylate), S1CC(C1)O (3-thietanol), ON1C(C=2C(C1=O)=CC=CC2)=O (N-hydroxyphthalimide), C1(=CC=CC=C1)P(C1=CC=CC=C1)C1=CC=CC=C1 (triphenylphosphine). Run in O1CCCC1 (tetrahydrofuran). Reaction conditions: temperature 40 celsius, time 12 hour. Product: S1CC(C1)ON1C(C=2C(C1=O)=CC=CC2)=O (N-(3-thietanyloxy)phthalimide). Isolated yield 38.5%. RXN SMILES: N(C(OCC)=O)=NC(OCC)=O.[S:13]1[CH2:16][CH:15]([OH:17])[CH2:14]1.O[N:19]1[C:23](=[O:24])[C:22]2=[CH:25][CH:26]=[CH:27][CH:28]=[C:21]2[C:20]1=[O:29].C1(P(C2C=CC=CC=2)C2C=CC=CC=2)C=CC=CC=1>O1CCCC1>[S:13]1[CH2:16][CH:15]([O:17][N:19]2[C:20](=[O:29])[C:21]3=[CH:28][CH:27]=[CH:26][CH:25]=[C:22]3[C:23]2=[O:24])[CH2:14]1. Reported procedure: Diethyl azodicarboxylate (4.3 g) was added all at once to a stirred mixture of 3-thietanol (2.0 g), N-hydroxyphthalimide (3.6 g) and triphenylphosphine (5.8 g) in dry tetrahydrofuran (100 ml) at room temperature. The temperature of the reaction mixture was raised to 40° C. The mixture became clear solution and was stirred for 12 hours at room temperature. Tetrahydrofuran was evaporated in vacuo and the residue was dissolved in ethyl acetate (50 ml). The insoluble substance was filtered off. The ... Reactants: O.O.O.[Na+].[Na+].O(C1=CC=CC=C1)CCCCCNC(P(O)(O)=O)P([O-])([O-])=O (5-Phenoxypentylaminomethylenebisphosphonic acid disodium salt trihydrate). Solvent: O (water). The product is O.[Na+].O(C1=CC=CC=C1)CCCCCNC(P(O)(O)=O)P([O-])(O)=O.O(C1=CC=CC=C1)CCCCCNC(P(O)(O)=O)P([O-])(O)=O.[Na+] (5-phenoxypentylaminomethylenebisphosphonic acid monosodium salt hemihydrate). Yield: 102.2%. RXN SMILES: O.O.O.[Na+:4].[Na+].[O:6]([CH2:13][CH2:14][CH2:15][CH2:16][CH2:17][NH:18][CH:19]([P:24](=[O:27])([O-:26])[O-:25])[P:20](=[O:23])([OH:22])[OH:21])[C:7]1[CH:12]=[CH:11][CH:10]=[CH:9][CH:8]=1>O>[OH2:6].[Na+:4].[O:6]([CH2:13][CH2:14][CH2:15][CH2:16][CH2:17][NH:18][CH:19]([P:24](=[O:25])([OH:26])[O-:27])[P:20](=[O:21])([OH:22])[OH:23])[C:7]1[CH:8]=[CH:9][CH:10]=[CH:11][CH:12]=1.[O:6]([CH2:13][CH2:14][CH2:15][CH2:16][CH2:17][NH:18][CH:19]([P:24](=[O:25])([OH:26])[O-:27])[P:20](=[O:21])([OH:22])[OH:23])[C:7]1[CH:8]=[CH:9][CH:10]=[CH:11][CH:12]=1.[Na+:4] |f:0.1.2.3.4.5,7.8.9.10.11|. Procedure details: 5-Phenoxypentylaminomethylenebisphosphonic acid disodium salt trihydrate (1.0 g) was dissolved in water (5 ml). The solution was processed with a column of CG-50 (H type, 32 ml). The solid matter obtained from the acidic portion eluted with water was recrystallized from water-methanol to afford 5-phenoxypentylaminomethylenebisphosphonic acid monosodium salt hemihydrate (0.58 g, 68%) as colourless prisms, m.p.>300° C.